From a dataset of the Open Reaction Database (ORD), a public repository of structured organic reaction records. describe an organic reaction: reactants, conditions, products, and yield Starting materials: [H-].[Na+] (sodium hydride), aqueous solution, C(C)(=O)OC=1C(=C(C2=C(CCC(O2)(C)O)C1C)C)C (6-acetoxy-3,4-dihydro-2-hydroxy-2,5,7,8-tetramethyl-2H-1-benzopyran), C(C)(C)OC(C(CCCBr)(C)C)=O (2,2-dimethyl-5-bromopentanoic acid isopropyl ester), Cl (hydrochloric acid). Solvent: C(C)OCC (ethyl ether), O (water), CS(=O)C (dimethylsulfoxide), C1=CC=CC=C1 (benzene), C1=CC=CC=C1 (benzene). Reaction conditions: time 40 minute. Yields the product C(C)(=O)OC1=C(C(=C(OCCCC(C(=O)OC(C)C)(C)C)C(=C1C)C)CCC(C)=O)C (5-[4-Acetoxy-2-(3-oxobutyl)-3,5,6-trimethylphenoxy]-2,2-dimethylpentanoicacid, isopropyl ester). Isolated yield 58.0%. Reaction SMILES: [C:1]([O:4][C:5]1[C:6]([CH3:19])=[C:7]([CH3:18])[C:8]2[O:13][C:12]([OH:15])([CH3:14])[CH2:11][CH2:10][C:9]=2[C:16]=1[CH3:17])(=[O:3])[CH3:2].[H-].[Na+].[CH:22]([O:25][C:26](=[O:34])[C:27]([CH3:33])([CH3:32])[CH2:28][CH2:29][CH2:30]Br)([CH3:24])[CH3:23].Cl>C1C=CC=CC=1.CS(C)=O.C(OCC)C.O>[C:1]([O:4][C:5]1[C:6]([CH3:19])=[C:7]([CH3:18])[C:8]([O:13][CH2:30][CH2:29][CH2:28][C:27]([CH3:32])([CH3:33])[C:26]([O:25][CH:22]([CH3:23])[CH3:24])=[O:34])=[C:9]([CH2:10][CH2:11][C:12](=[O:15])[CH3:14])[C:16]=1[CH3:17])(=[O:3])[CH3:2] |f:1.2|. Procedure details: A solution containing 14.0 g (0.053 moles) of 6-acetoxy-3,4-dihydro-2-hydroxy-2,5,7,8-tetramethyl-2H-1-benzopyran in 240 ml of benzene is added, by slow dripping and under nitrogen atmosphere, to a suspension containing 1.82 g (0.074 moles) of 97% sodium hydride in 100 ml of dimethylsulfoxide. After 40 minutes the solution is dripped into a solution containing 13.3 g (0.052 moles) of 2,2-dimethyl-5-bromopentanoic acid isopropyl ester in 60 ml of benzene and the mixture is reacted at 65° C. for 1... Starting materials: C1CCOC1, O=C(Cl)Oc1ccccc1, Nn1c2cnccc2c2ccc(Cl)cc21, c1ccncc1. Product: NC(=O)Oc1ccccc1. As a reaction SMILES: [CH2:32]1[O:33][CH2:34][CH2:35][CH2:36]1.[Cl:22][C:23](=[O:24])[O:25][c:26]1[cH:27][cH:28][cH:29][cH:30][cH:31]1.[NH2:1][n:2]1[c:3]2[cH:4][n:5][cH:6][cH:7][c:8]2[c:9]2[c:10]1[cH:11][c:12]([Cl:13])[cH:14][cH:15]2.[cH:16]1[cH:17][cH:18][n:19][cH:20][cH:21]1>>[NH2:1][C:23](=[O:24])[O:25][c:26]1[cH:27][cH:28][cH:29][cH:30][cH:31]1. Reactants: OCC1(CC1)C(=O)OC (Methyl 1-(hydroxymethyl)cyclopropanecarboxylate), ClN1C(N(C(N(C1=O)Cl)=O)Cl)=O (Trichloroisocyanuric acid). The reagents and catalysts are CC1(CCCC(N1[O])(C)C)C (TEMPO). The solvent is ClCCl (dichloromethane). Reaction conditions: temperature -5 celsius, time 20 minute. The product is C(=O)C1(CC1)C(=O)OC (Methyl 1-formylcyclopropanecarboxylate). Isolated yield 120.5%. RXN SMILES: [OH:1][CH2:2][C:3]1([C:6]([O:8][CH3:9])=[O:7])[CH2:5][CH2:4]1.ClN1C(=O)N(Cl)C(=O)N(Cl)C1=O>ClCCl.CC1(C)N([O])C(C)(C)CCC1>[CH:2]([C:3]1([C:6]([O:8][CH3:9])=[O:7])[CH2:5][CH2:4]1)=[O:1] |^1:28|. Procedure details: Methyl 1-(hydroxymethyl)cyclopropanecarboxylate (16.0 g, 123.07 mmol) is dissolved in dichloromethane (320 mL) and the mixture is cooled to −5° C. Trichloroisocyanuric acid (29.1 g, 125.5 mmol) is added portionwise followed by the addition of TEMPO (1.9 g, 12.3 mmol). The reaction mixture is stirred at −5° C. for 20 min, allowed to warm to RT, and stirred for 20 min. The mixture is filtered through a pad of CELITE® and diluted with dichloromethane (500 mL). The solution is washed with saturated ... Yield: 99.1%. Starting materials: ClC(SCl)(Cl)Cl (trichloromethanesulfenyl chloride), CC1=C(C(=N)N)C(=CC(=C1)C)C (2,4,6-trimethyl benzamidine), [OH-].[Na+] (NaOH). Procedure: 2.2 g of trichloromethanesulfenyl chloride are introduced into a solution of 2 g of 2,4,6-trimethyl benzamidine in 16 ml of dichloromethane under an inert atmosphere at about -20° C., followed by the slow addition of 2 g of NaOH dissolved in 3.2 ml of water at about -10° C. After I hour at about -5° C., the precipitate formed is isolated and the organic phase is separated and washed with 6 ml of water. After being dried over K2CO3, it is concentrated under reduced pressure to give 2.8 g of the d... RXN SMILES: [Cl:1][C:2](Cl)(Cl)[S:3]Cl.[CH3:7][C:8]1[CH:16]=[C:15]([CH3:17])[CH:14]=[C:13]([CH3:18])[C:9]=1[C:10]([NH2:12])=[NH:11].[OH-].[Na+]>ClCCl.O>[Cl:1][C:2]1[S:3][N:12]=[C:10]([C:9]2[C:8]([CH3:7])=[CH:16][C:15]([CH3:17])=[CH:14][C:13]=2[CH3:18])[N:11]=1 |f:2.3|. The product is ClC1=NC(=NS1)C1=C(C=C(C=C1C)C)C (5-chloro 3-(2,4,6-trimethylphenyl)1,2,4-thiadiazole). The solvent is O (water), ClCCl (dichloromethane). Run in ice water. The product is COC1=CC=C2C(C=C(SC2=C1)C)=O (7-methoxy-2-methyl-4H-thiochromen-4-one). Run at temperature 110 celsius. Reaction SMILES: [CH3:1][O:2][C:3]1[CH:4]=[C:5]([SH:9])[CH:6]=[CH:7][CH:8]=1.[C:10](OCC)(=[O:15])[CH2:11][C:12]([CH3:14])=O>>[CH3:1][O:2][C:3]1[CH:4]=[C:5]2[C:6]([C:10](=[O:15])[CH:11]=[C:12]([CH3:14])[S:9]2)=[CH:7][CH:8]=1. The reactants are COC=1C=C(C=CC1)S (3-methoxybenzenethiol), C(CC(=O)C)(=O)OCC (ethyl acetoacetate). Reported procedure: To a mixture of 3-methoxybenzenethiol (24 g, 28.5 mmol) in PPA (200 g) was added ethyl acetoacetate (22.8 g, 28.5 mmol) at room temperature under nitrogen. Then the reaction mixture was heated to 110° C. for 5 h with vigorous stirring and poured into ice-water (100 ml). The resultant mixture was extracted with ethyl acetate (500 ml×3). The combined organic phase was dried with anhydrous sodium sulfate, filtered and concentrated, then purified by silica gel column (PE/EtOAc=10/1) to afford desire... Isolated yield 34.0%. Reactants: C(CCCCCCCCCCCCCCCCC)N (Octadecylamine), C1C(O1)CO (Glycidol). Solvent: CO (methanol). Run at temperature 60 celsius. The product is C(CCCCCCCCCCCCCCCCC)NCC(CO)O (3-Octadecylamino-1,2-Dihydroxy-Propane). Yield: 95.9%. RXN SMILES: [CH2:1]([NH2:19])[CH2:2][CH2:3][CH2:4][CH2:5][CH2:6][CH2:7][CH2:8][CH2:9][CH2:10][CH2:11][CH2:12][CH2:13][CH2:14][CH2:15][CH2:16][CH2:17][CH3:18].[CH2:20]1[O:22][CH:21]1[CH2:23][OH:24]>CO>[CH2:1]([NH:19][CH2:20][CH:21]([OH:22])[CH2:23][OH:24])[CH2:2][CH2:3][CH2:4][CH2:5][CH2:6][CH2:7][CH2:8][CH2:9][CH2:10][CH2:11][CH2:12][CH2:13][CH2:14][CH2:15][CH2:16][CH2:17][CH3:18]. Procedure: Octadecylamine (18 g) was dissolved in 200 ml methanol and heated to 60° C. Glycidol (4.95 g) was added dropwise under constant stirring over one and half hours. The reaction mixture was kept under reflux for one additional hour, and then cooled to room temperature, and evaporated to dryness, resulting in 22 g white solid material. This was then recrystallized from hexane, to yield ODP, mp 81°-83° C. The reactants are ClC1=CC=C(C=C1)S(=O)(=O)NC(C(=O)NCCCCCCC(=O)OC)CO ((RS)-2-(4-chlorobenzenesulfonylamino)-3-hydroxy-N-(6-methoxycarbonylhexyl)propanamide), S(=O)(=O)(C)Cl (mesyl chloride). Yields the product ClC1=CC=C(C=C1)S(=O)(=O)NC(C(=O)NCCCCCCC(=O)OC)COS(=O)(=O)C ((RS)-2-(4-chlorobenzenesulfonylamino)-3-methanesulfonyloxy-N-(6-methoxycarbonylhexyl)propanamide). RXN SMILES: [Cl:1][C:2]1[CH:7]=[CH:6][C:5]([S:8]([NH:11][CH:12]([CH2:26][OH:27])[C:13]([NH:15][CH2:16][CH2:17][CH2:18][CH2:19][CH2:20][CH2:21][C:22]([O:24][CH3:25])=[O:23])=[O:14])(=[O:10])=[O:9])=[CH:4][CH:3]=1.[S:28](Cl)([CH3:31])(=[O:30])=[O:29]>>[Cl:1][C:2]1[CH:7]=[CH:6][C:5]([S:8]([NH:11][CH:12]([CH2:26][O:27][S:28]([CH3:31])(=[O:30])=[O:29])[C:13]([NH:15][CH2:16][CH2:17][CH2:18][CH2:19][CH2:20][CH2:21][C:22]([O:24][CH3:25])=[O:23])=[O:14])(=[O:10])=[O:9])=[CH:4][CH:3]=1. Procedure details: The procedure described in Example 65 was repeated, except that (RS)-2-(4-chlorobenzenesulfonylamino)-3-hydroxy-N-(6-methoxycarbonylhexyl)propanamide (502 mg) was reacted with mesyl chloride to obtain (RS)-2-(4-chlorobenzenesulfonylamino)-3-methanesulfonyloxy-N-(6-methoxycarbonylhexyl)propanamide (453.1 mg). The reactants are COC=1C=C(C=CC1C(F)(F)F)CC(=O)OC (methyl 2-(3-methoxy-4-(trifluoromethyl)phenyl)acetate), [Li+].C[Si](C)(C)[N-][Si](C)(C)C (LiHMDS), COC1=C(C(=O)Cl)C=C(C=C1)OC (2,5-dimethoxybenzoyl chloride), COC1=C(C(=O)Cl)C=C(C=C1)OC (2,5-dimethoxybenzoyl chloride). Run in C1CCOC1 (THF), C1CCOC1 (THF). Conditions: temperature -78 celsius, time 30 minute. Yields the product COC1=C(C=C(C=C1)OC)C(C(C(=O)OC)C1=CC(=C(C=C1)C(F)(F)F)OC)=O (Methyl 3-(2,5-dimethoxyphenyl)-2-(3-methoxy-4-(trifluoromethyl)phenyl)-3-oxopropanoate). Yield: 97.3%. Reaction SMILES: [CH3:1][O:2][C:3]1[CH:4]=[C:5]([CH2:13][C:14]([O:16][CH3:17])=[O:15])[CH:6]=[CH:7][C:8]=1[C:9]([F:12])([F:11])[F:10].[Li+].C[Si]([N-][Si](C)(C)C)(C)C.[CH3:28][O:29][C:30]1[CH:38]=[CH:37][C:36]([O:39][CH3:40])=[CH:35][C:31]=1[C:32](Cl)=[O:33]>C1COCC1>[CH3:28][O:29][C:30]1[CH:38]=[CH:37][C:36]([O:39][CH3:40])=[CH:35][C:31]=1[C:32](=[O:33])[CH:13]([C:5]1[CH:6]=[CH:7][C:8]([C:9]([F:11])([F:10])[F:12])=[C:3]([O:2][CH3:1])[CH:4]=1)[C:14]([O:16][CH3:17])=[O:15] |f:1.2|. Procedure details: To a solution of methyl 2-(3-methoxy-4-(trifluoromethyl)phenyl)acetate (18.6 g, 75 mmol) in anhydrous THF (250 mL) at −78° C., LiHMDS (1.0 M in THF, 79 mL, 79 mmol) was added dropwise under N2. The resulting mixture was stirred at −78° C. for 30 minutes, and a solution of 2,5-dimethoxybenzoyl chloride (15.9 g, 78 mmol; intermediate in Intermediate 1) in anhydrous THF (50 mL) was added dropwise. The reaction mixture was stirred for another 1 h at −78° C., quenched with saturated aqueous NH4Cl (10... Starting materials: IC=1C=C2C=NN(C2=CC1)C1=NC=CC=C1 (5-Iodo-1-pyridin-2-yl-1H-indazole), N(N)C1=NC=CC=N1 (2-hydrazinopyrimidine). Yields the product IC=1C=C2C=NN(C2=CC1)C1=NC=CC=N1 (5-Iodo-1-pyrimidin-2-yl-1H-indazole). As a reaction SMILES: [I:1][C:2]1[CH:3]=[C:4]2[C:8](=[CH:9][CH:10]=1)[N:7]([C:11]1C=[CH:15][CH:14]=[CH:13][N:12]=1)[N:6]=[CH:5]2.[NH:17](C1N=CC=CN=1)N>>[I:1][C:2]1[CH:3]=[C:4]2[C:8](=[CH:9][CH:10]=1)[N:7]([C:11]1[N:12]=[CH:13][CH:14]=[CH:15][N:17]=1)[N:6]=[CH:5]2. Reported procedure: Prepared as described for 118b using 2-hydrazinopyrimidine. Yield 296 mg (24%).